This data is from the Open Reaction Database (ORD), a public repository of structured organic reaction records. The task is: describe an organic reaction: reactants, conditions, products, and yield The reactants are C(=C)(C)[SiH](C(C)C)C(C)C (Isopropenyldiisopropylsilane), C(C=C)Br (allyl bromide). Reaction conditions: temperature 60 celsius. Product: C(=C)(C)[SiH](C(C)C)C(C)C (isopropenyldiisopropylsilane), C(=C)(C)[Si](Br)(C(C)C)C(C)C (isopropenyldiisopropylbromosilane). As a reaction SMILES: [C:1]([SiH:4]([CH:8]([CH3:10])[CH3:9])[CH:5]([CH3:7])[CH3:6])([CH3:3])=[CH2:2].C([Br:14])C=C>>[C:1]([SiH:4]([CH:8]([CH3:10])[CH3:9])[CH:5]([CH3:7])[CH3:6])([CH3:3])=[CH2:2].[C:1]([Si:4]([CH:8]([CH3:10])[CH3:9])([CH:5]([CH3:7])[CH3:6])[Br:14])([CH3:3])=[CH2:2]. Reported procedure: Crude isopropenyldiisopropylsilane (2.8 g), which was prepared as described in “Preparation of Isopropenyldiisopropylsilane—Method 2”, was taken up in allyl bromide (20 mL), and purged with N2 for 15 minutes. PdCl2 (32 mg, 1 mol %) was added and the suspension was heated to 60° C. for 12 hours. The suspension was concentrated by rotary evaporation, then taken up in pentane (40 mL) and filtered through quantitative filter paper, that was then rinsed with additional pentane (40 mL). Removal of sol... The reactants are C(C=1C(O)=CC=CC1)(=O)OC (methyl salicylate), BrCCBr (1,2-dibromoethane). The product is BrCCOC1=C(C(=O)OC)C=CC=C1 (2-[2-Bromoethoxy]benzoic acid, methyl ester). As a reaction SMILES: [C:1]([O:10][CH3:11])(=[O:9])[C:2]1[C:3](=[CH:5][CH:6]=[CH:7][CH:8]=1)[OH:4].[Br:12][CH2:13][CH2:14]Br>>[Br:12][CH2:13][CH2:14][O:4][C:3]1[CH:5]=[CH:6][CH:7]=[CH:8][C:2]=1[C:1]([O:10][CH3:11])=[O:9]. Procedure: The subtitle compound was prepared from methyl salicylate (5 g) and 1,2-dibromoethane (30.67 g) by the method of example 21 step (ii). Purified by chromatography eluting with 10% ethyl acetate in isohexane. Yield 4.9 g.